This data is from the Open Reaction Database (ORD), a public repository of structured organic reaction records. The task is: describe an organic reaction: reactants, conditions, products, and yield Procedure details: To a solution of (R)-7-(naphthalene-2-sulfonyl)-7-aza-bicyclo[4.2.1]nonane-8-carboxylic acid ethyl ester (0.55 g, 1.42 mmol) in tetrahydrofuran (15 mL) is added a solution of lithium hydroxide (1.2 g, 28.6 mmol) in water (15 mL). The reaction is heated to 80° C. for 16 h, and the solvent is removed in vacuo. The residue is dissolved in water and washed with diethyl ether. The aqueous layer is then acidified with 6 N hydrochloric acid to pH less than 4 and extracted three times with ethyl acetate... As a reaction SMILES: C([O:3][C:4]([CH:6]1[C@H:13]2[CH2:14][CH:8]([CH2:9][CH2:10][CH2:11][CH2:12]2)[N:7]1[S:15]([C:18]1[CH:27]=[CH:26][C:25]2[C:20](=[CH:21][CH:22]=[CH:23][CH:24]=2)[CH:19]=1)(=[O:17])=[O:16])=[O:5])C.[OH-].[Li+]>O1CCCC1.O>[CH:19]1[C:20]2[C:25](=[CH:24][CH:23]=[CH:22][CH:21]=2)[CH:26]=[CH:27][C:18]=1[S:15]([N:7]1[CH:6]([C:4]([OH:5])=[O:3])[C@H:13]2[CH2:14][CH:8]1[CH2:9][CH2:10][CH2:11][CH2:12]2)(=[O:17])=[O:16] |f:1.2|. The product is C1=C(C=CC2=CC=CC=C12)S(=O)(=O)N1C2CCCC[C@@H](C1C(=O)O)C2 ((R)-7-(Naphthalene-2-sulfonyl)-7-aza-bicyclo[4.2.1]nonane-8-carboxylic acid). Run at temperature 80 celsius. Isolated yield 98.0%. Run in O1CCCC1 (tetrahydrofuran), O (water). Starting materials: C(C)OC(=O)C1N(C2CCCC[C@@H]1C2)S(=O)(=O)C2=CC1=CC=CC=C1C=C2 ((R)-7-(naphthalene-2-sulfonyl)-7-aza-bicyclo[4.2.1]nonane-8-carboxylic acid ethyl ester), [OH-].[Li+] (lithium hydroxide). The reactants are CC(=O)O[BH-](OC(C)=O)OC(C)=O, CC(C)O, NCc1cccc(-c2ccc(Cl)cc2)c1, ClCCl, Cl, O=Cc1ccc(F)cc1, [Na+]. Product: Fc1ccc(CNCc2cccc(-c3ccc(Cl)cc3)c2)cc1. As a reaction SMILES: [C:26]([O:27][BH-:28]([O:29][C:30](=[O:31])[CH3:32])[O:33][C:34](=[O:35])[CH3:36])(=[O:37])[CH3:38].[CH3:43][CH:44]([OH:45])[CH3:46].[Cl:1][c:2]1[cH:3][cH:4][c:5](-[c:8]2[cH:9][c:10]([CH2:14][NH2:15])[cH:11][cH:12][cH:13]2)[cH:6][cH:7]1.[Cl:40][CH2:41][Cl:42].[ClH:16].[F:17][c:18]1[cH:19][cH:20][c:21]([CH:22]=[O:23])[cH:24][cH:25]1.[Na+:39]>>[Cl:1][c:2]1[cH:3][cH:4][c:5](-[c:8]2[cH:9][c:10]([CH2:14][NH:15][CH2:22][c:21]3[cH:20][cH:19][c:18]([F:17])[cH:25][cH:24]3)[cH:11][cH:12][cH:13]2)[cH:6][cH:7]1. The reactants are Fc1cc(F)cc(Br)c1, Cc1ccc(N)c(C(=O)Nc2nc(C3CC3)cs2)n1. Yields the product Cc1ccc(Nc2cc(F)cc(F)c2)c(C(=O)Nc2nc(C3CC3)cs2)n1. RXN SMILES: [Br:20][c:21]1[cH:22][c:23]([F:28])[cH:24][c:25]([F:27])[cH:26]1.[CH:1]1([c:4]2[n:5][c:6]([NH:9][C:10](=[O:11])[c:12]3[n:13][c:14]([CH3:19])[cH:15][cH:16][c:17]3[NH2:18])[s:7][cH:8]2)[CH2:2][CH2:3]1>>[CH:1]1([c:4]2[n:5][c:6]([NH:9][C:10](=[O:11])[c:12]3[n:13][c:14]([CH3:19])[cH:15][cH:16][c:17]3[NH:18][c:21]3[cH:22][c:23]([F:28])[cH:24][c:25]([F:27])[cH:26]3)[s:7][cH:8]2)[CH2:2][CH2:3]1. Starting materials: P(OC)(OC)OC (trimethyl phosphite), ClC1=CC=C(C=C1)CC(=O)Cl (4-chlorophenylacetic acid chloride). Solvent: C(C)OCC (diethyl ether), C(C)OCC (diethyl ether). Conditions: time 90 minute. Product: COP(OC)(=O)C(=CC1=CC=C(C=C1)Cl)O (2-(4-chlorophenyl)-1-hydroxyethenephosphonic acid dimethyl ester). Yield: 70.5%. RXN SMILES: [P:1]([O:6][CH3:7])([O:4][CH3:5])[O:2]C.[Cl:8][C:9]1[CH:14]=[CH:13][C:12]([CH2:15][C:16](Cl)=[O:17])=[CH:11][CH:10]=1>C(OCC)C>[CH3:5][O:4][P:1]([C:16]([OH:17])=[CH:15][C:12]1[CH:13]=[CH:14][C:9]([Cl:8])=[CH:10][CH:11]=1)(=[O:2])[O:6][CH3:7]. Procedure details: At 0° C., a solution of 6.9 g of trimethyl phosphite in 20 ml of diethyl ether is added dropwise under agitation to a solution of 9.5 g of 4-chlorophenylacetic acid chloride in 50 ml of diethyl ether. The mixture is agitated for another 90 minutes, the thus-obtained precipitate is vacuum-filtered, yielding 9.3 g (71%) of 2-(4-chlorophenyl)-1-hydroxyethenephosphonic acid dimethyl ester, mp 89°-92° C. Starting materials: [Li]CCCC, C[Si](C)(C)Cl, C#CC(=O)OCC, CC(C)CC=O, C1CCOC1, O. The product is CCOC(=O)C#CC(O)CC(C)C. Reaction SMILES: [CH2:1]([Li:2])[CH2:3][CH2:4][CH3:5].[CH3:19][Si:20]([Cl:21])([CH3:22])[CH3:23].[CH3:6][CH2:7][O:8][C:9](=[O:10])[C:11]#[CH:12].[CH:13]([CH2:14][CH:15]([CH3:16])[CH3:17])=[O:18].[O:24]1[CH2:25][CH2:26][CH2:27][CH2:28]1.[OH2:29]>>[CH3:6][CH2:7][O:8][C:9](=[O:10])[C:11]#[C:12][CH:13]([CH2:14][CH:15]([CH3:16])[CH3:17])[OH:18].